This data is from the Open Reaction Database (ORD), a public repository of structured organic reaction records. The task is: describe an organic reaction: reactants, conditions, products, and yield The reactants are N1=CC(=CC=C1)CC=1C=NC=CC1 (3-(pyridin-3-ylmethyl)pyridine), C(#N)C=1C=C(C=CC1)C=N[S@@](=O)C(C)(C)C ((S)—N-[(3-cyanophenyl)methylidene]-2-methylpropane-2-sulfinamide), C(C)(C)NC(C)C (diisopropylamine), [Li]CCCC (nBuLi). Run in C1CCOC1 (THF), C1CCOC1 (THF), C1CCOC1 (THF). Conditions: temperature 0 celsius, time 15 minute. Yields the product C(#N)C=1C=C(C=CC1)C(C(C=1C=NC=CC1)C=1C=NC=CC1)NS(=O)C(C)(C)C (N-[1-(3-cyanophenyl)-2,2-dipyridin-3-ylethyl]-2-methylpropane-2-sulfinamide). Reaction SMILES: C(NC(C)C)(C)C.[Li]CCCC.[N:13]1[CH:18]=[CH:17][CH:16]=[C:15]([CH2:19][C:20]2[CH:21]=[N:22][CH:23]=[CH:24][CH:25]=2)[CH:14]=1.[C:26]([C:28]1[CH:29]=[C:30]([CH:34]=[N:35][S@:36]([C:38]([CH3:41])([CH3:40])[CH3:39])=[O:37])[CH:31]=[CH:32][CH:33]=1)#[N:27]>C1COCC1>[C:26]([C:28]1[CH:29]=[C:30]([CH:34]([NH:35][S:36]([C:38]([CH3:41])([CH3:40])[CH3:39])=[O:37])[CH:19]([C:20]2[CH:21]=[N:22][CH:23]=[CH:24][CH:25]=2)[C:15]2[CH:14]=[N:13][CH:18]=[CH:17][CH:16]=2)[CH:31]=[CH:32][CH:33]=1)#[N:27]. Reported procedure: In a flame dried flask under N2, diisopropylamine (1.647 mL, 11.75 mmol) was dissolved in anhydrous THF (5 mL) and the solution was cooled to 0° C. nBuLi (2.5 M solution in hexanes, 4.406 mL, 11.02 mmol) was added and the reaction was stirred at 0° C. for 15 min. A solution of 3-(pyridin-3-ylmethyl)pyridine (1.250 g, 7.34 mmol) in anhydrous THF (15 mL) was slowly added and the reaction became dark red. After 15 min, a solution of (S)—N-[(3-cyanophenyl)methylidene]-2-methylpropane-2-sulfinamide (... Reactants: C(C)(C)(C)OC(N(CCCN(C)C1=NC(=NS1)N1C=NC=C1)CC1=CC2=C(OCO2)C=C1)=O (benzo[1,3]dioxol-5-ylmethyl-{3-[(3-imidazol-1-yl-[1,2,4]thiadiazol-5-yl)-methyl-amino]-propyl}-carbamic acid tert-butyl ester). Solvent: C(=O)(C(F)(F)F)O.C(Cl)Cl (TFA DCM). The product is O1COC2=C1C=CC(=C2)CNCCCN(C)C2=NC(=NS2)N2C=NC=C2 (N′-benzo[1,3]dioxol-5-ylmethyl-N-(3-imidazol-1-yl-[1,2,4]thiadiazol-5-yl)-N-methyl-propane-1,3-diamine). Isolated yield 99.5%. Reaction SMILES: C(OC(=O)[N:7]([CH2:23][C:24]1[CH:32]=[CH:31][C:27]2[O:28][CH2:29][O:30][C:26]=2[CH:25]=1)[CH2:8][CH2:9][CH2:10][N:11]([C:13]1[S:17][N:16]=[C:15]([N:18]2[CH:22]=[CH:21][N:20]=[CH:19]2)[N:14]=1)[CH3:12])(C)(C)C>C(O)(C(F)(F)F)=O.C(Cl)Cl>[O:28]1[C:27]2[CH:31]=[CH:32][C:24]([CH2:23][NH:7][CH2:8][CH2:9][CH2:10][N:11]([C:13]3[S:17][N:16]=[C:15]([N:18]4[CH:22]=[CH:21][N:20]=[CH:19]4)[N:14]=3)[CH3:12])=[CH:25][C:26]=2[O:30][CH2:29]1 |f:1.2|. Procedure details: A solution of benzo[1,3]dioxol-5-ylmethyl-{3-[(3-imidazol-1-yl-[1,2,4]thiadiazol-5-yl)-methyl-amino]-propyl}-carbamic acid tert-butyl ester (10.6 g, 22.4 mmol) in TFA/DCM (50%, 70 mL) was stirred at room temperature for 30 min. The solvent was evaporated and a saturated solution of potassium carbonate (50 mL) was added to make it basic (pH 9). The solution was extracted with ethyl acetate (2×200 mL), washed with brine and dried over Na2SO4. Evaporation of the solvent gave 8.30 g (99%) of N′-benz... The reactants are N(=[N+]=[N-])[C@H]1C[C@@H](O[C@@H]1COC(C)=O)N1C(=O)NC(=S)C(C)=C1 (3'-Azido-3'-deoxy-5'-O-acetyl-4-thiothymidine). The solvent is O1CCOCC1 (dioxane), [NH4+].[OH-] (NH4OH), CCOCC (Et2O). Reaction conditions: time 18 hour. The product is N(=[N+]=[N-])[C@H]1C[C@@H](O[C@@H]1CO)N1C(=O)NC(=S)C(C)=C1 (3'-Azido-3'-deoxy-4-thiothymidine). As a reaction SMILES: [N:1]([C@@H:4]1[C@@H:8]([CH2:9][O:10]C(=O)C)[O:7][C@@H:6]([N:14]2[CH:22]=[C:20]([CH3:21])[C:18](=[S:19])[NH:17][C:15]2=[O:16])[CH2:5]1)=[N+:2]=[N-:3]>O1CCOCC1.[NH4+].[OH-].CCOCC>[N:1]([C@@H:4]1[C@@H:8]([CH2:9][OH:10])[O:7][C@@H:6]([N:14]2[CH:22]=[C:20]([CH3:21])[C:18](=[S:19])[NH:17][C:15]2=[O:16])[CH2:5]1)=[N+:2]=[N-:3] |f:2.3|. Procedure details: 3'-Azido-3'-deoxy-5'-O-acetyl-4-thiothymidine (0.25 g; 0.76 mMol, Example 21) was dissolved in a mixture of 5 mL of dioxane and 5 mL of conc. NH4OH and stirred for 18 hrs. The solvent was removed in vacuo and the residue applied to a silica gel column followed by elution with CHCl3 /EtOAc (3:1 v/v). The appropriate fractions were combined and the solvent removed in vacuo to yield a yellow oil which was dissolved in Et2O, forming crystals upon concentration: 0.16 g (0.56 mMol; 74%); m.p.=116°-118... Reactants: C(C)(C)(C)C=1C=C(C(=C(C1)NC(=O)C1=CC2=C(S1)C=CC=C2[N+](=O)[O-])OC)NS(=O)(=O)C (4-nitro-benzo[b]thiophene-2-carboxylic acid (5-tert-butyl-3-methanesulfonylamino-2-methoxy-phenyl)-amide), [H][H] (Hydrogen). Reagents/catalysts: [Pd] (Pd/C). Solvent: CCOC(=O)C (EtOAc), CCOC(=O)C (EtOAc). Reaction conditions: time 12 hour. The product is C(C)(C)(C)C=1C=C(C(=C(C1)NC(=O)C1=CC2=C(S1)C=CC=C2N)OC)NS(=O)(=O)C (4-amino-benzo[b]thiophene-2-carboxylic acid (5-tert-butyl-3-methanesulfonylamino-2-methoxy-phenyl)-amide). Yield: 90.4%. As a reaction SMILES: [C:1]([C:5]1[CH:6]=[C:7]([NH:28][S:29]([CH3:32])(=[O:31])=[O:30])[C:8]([O:26][CH3:27])=[C:9]([NH:11][C:12]([C:14]2[S:18][C:17]3[CH:19]=[CH:20][CH:21]=[C:22]([N+:23]([O-])=O)[C:16]=3[CH:15]=2)=[O:13])[CH:10]=1)([CH3:4])([CH3:3])[CH3:2].[H][H]>CCOC(C)=O.[Pd]>[C:1]([C:5]1[CH:6]=[C:7]([NH:28][S:29]([CH3:32])(=[O:30])=[O:31])[C:8]([O:26][CH3:27])=[C:9]([NH:11][C:12]([C:14]2[S:18][C:17]3[CH:19]=[CH:20][CH:21]=[C:22]([NH2:23])[C:16]=3[CH:15]=2)=[O:13])[CH:10]=1)([CH3:4])([CH3:2])[CH3:3]. Procedure: The above nitro compound (200 mg, 0.42 mmol) was suspended in about 10 mL EtOAc and 10% Pd/C (50 mg) in 2 mL EtOAc was added. Hydrogen gas was introduced into the flask from an H2-filled balloon attached to a needle inserted through a septum. The black suspension was stirred 12 h at room temperature. After stirring 12, the black suspension was filtered through diatomaceous earth and the filter cake was washed several times with EtOAc. The combined filtrates were dried (MgSO4), filtered and the s... The reactants are COC(=O)c1ccc(Cc2cccc3ccc(C=C(C)C(=O)O)cc23)c(OC)c1, [H][H], C1CCOC1. The product is COC(=O)c1ccc(Cc2cccc3ccc(CC(C)C(=O)O)cc23)c(OC)c1. As a reaction SMILES: [C:1](=[O:2])([OH:3])[C:4](=[CH:5][c:6]1[cH:7][cH:8][c:9]2[cH:10][cH:11][cH:12][c:13]([CH2:16][c:17]3[c:18]([O:27][CH3:28])[cH:19][c:20]([C:21](=[O:22])[O:23][CH3:24])[cH:25][cH:26]3)[c:14]2[cH:15]1)[CH3:29].[H:30][H:31].[O:32]1[CH2:33][CH2:34][CH2:35][CH2:36]1>>[C:1](=[O:2])([OH:3])[CH:4]([CH2:5][c:6]1[cH:7][cH:8][c:9]2[cH:10][cH:11][cH:12][c:13]([CH2:16][c:17]3[c:18]([O:27][CH3:28])[cH:19][c:20]([C:21](=[O:22])[O:23][CH3:24])[cH:25][cH:26]3)[c:14]2[cH:15]1)[CH3:29]. The yield is 55.2%. Solvent: C(C)O (ethanol), C(C)OCC (diethyl ether). Starting materials: [BH4-].[Na+] (sodium borohydride), N[C@@H](CCC(=O)O)C(=O)O (L-glutamic acid), [OH-].[Na+] (sodium hydroxide), CC(C=O)(C)C (trimethylacetaldehyde). Procedure: L-glutamic acid (1.47 g, 10 mmol) was dissolved in 2N aqueous sodium hydroxide (10 ml, 20 mmol) and treated with a solution of trimethylacetaldehyde (1.09 ml, 10 mmol) in ethanol (5 ml) and then stirred at room temperature for 30 minutes. The mixture was cooled to 0° C. and treated with sodium borohydride (0.130 g). The mixture was allowed to warm to room temperature with stirring over 4 hrs and then acidified to neutral pH. Concentration in vacuo was followed by slurrying in ethanol and azeotro... Run at time 30 minute. The product is CC(CN1[C@H](C(=O)O)CCC1=O)(C)C (1-(2,2-dimethylpropyl)-5-oxoproline). Reaction SMILES: [NH2:1][C@H:2]([C:8]([OH:10])=[O:9])[CH2:3][CH2:4][C:5]([OH:7])=O.[OH-].[Na+].[CH3:13][C:14]([CH3:18])([CH3:17])[CH:15]=O.[BH4-].[Na+]>C(O)C.C(OCC)C>[CH3:13][C:14]([CH3:18])([CH3:17])[CH2:15][N:1]1[C:5](=[O:7])[CH2:4][CH2:3][C@H:2]1[C:8]([OH:10])=[O:9] |f:1.2,4.5|. Starting materials: ClC=1C=C(C=CC1N1C(C=2C(=C3C(=C(C2C1O)OCC(F)(F)F)C=CC=C3)OCC(F)(F)F)=O)CC(=O)O ((3-chloro-4-{1-hydroxy-3-oxo-4,9-bis[(2,2,2-trifluoroethyl)oxy]-1,3-dihydro-2H-benzo[f]isoindol-2-yl}phenyl)acetic acid), C(C)[SiH](CC)CC (triethylsilane). Run in FC(C(=O)O)(F)F (trifluoroacetic acid). Reaction conditions: time 5 minute. Yields the product ClC=1C=C(C=CC1N1CC=2C(=C3C(=C(C2C1=O)OCC(F)(F)F)C=CC=C3)OCC(F)(F)F)CC(=O)O ((3-chloro-4-{1-oxo-4,9-bis[(2,2,2-trifluoroethyl)oxy]-1,3-dihydro-2H-benzo[f]isoindol-2-yl}phenyl)acetic acid). RXN SMILES: [Cl:1][C:2]1[CH:3]=[C:4]([CH2:35][C:36]([OH:38])=[O:37])[CH:5]=[CH:6][C:7]=1[N:8]1[CH:16](O)[C:15]2[C:14]([O:18][CH2:19][C:20]([F:23])([F:22])[F:21])=[C:13]3[CH:24]=[CH:25][CH:26]=[CH:27][C:12]3=[C:11]([O:28][CH2:29][C:30]([F:33])([F:32])[F:31])[C:10]=2[C:9]1=[O:34].C([SiH](CC)CC)C>FC(F)(F)C(O)=O>[Cl:1][C:2]1[CH:3]=[C:4]([CH2:35][C:36]([OH:38])=[O:37])[CH:5]=[CH:6][C:7]=1[N:8]1[C:9](=[O:34])[C:10]2[C:11]([O:28][CH2:29][C:30]([F:31])([F:32])[F:33])=[C:12]3[CH:27]=[CH:26][CH:25]=[CH:24][C:13]3=[C:14]([O:18][CH2:19][C:20]([F:21])([F:22])[F:23])[C:15]=2[CH2:16]1. Procedure details: To a solution of (3-chloro-4-{1-hydroxy-3-oxo-4,9-bis[(2,2,2-trifluoroethyl)oxy]-1,3-dihydro-2H-benzo[f]isoindol-2-yl}phenyl)acetic acid (0.235 g, 0.42 mmol) in trifluoroacetic acid (5 ml) cooled to 0° C., was added triethylsilane (0.10 ml, 0.63 mmol). Stirring continued at 0° C. for 5 minutes and then the mixture was evaporated. The crude mixture was purified using MDAP. The clean fractions were evaporated to give a white solid. This was triturated with ether, the resulting white solid collecte...